This data is from the Open Reaction Database (ORD), a public repository of structured organic reaction records. The task is: describe an organic reaction: reactants, conditions, products, and yield The reactants are OCc1ccccc1-c1c[nH]c2ncc(Br)c(Cl)c12, [H-], [Na+], CN(C)C=O. The product is Brc1cnc2[nH]cc3c2c1OCc1ccccc1-3. Reaction SMILES: [Br:1][c:2]1[c:3]([Cl:19])[c:4]2[c:5]([n:6][cH:7]1)[nH:8][cH:9][c:10]2-[c:11]1[c:12]([CH2:17][OH:18])[cH:13][cH:14][cH:15][cH:16]1.[H-:21].[Na+:20].[O:22]=[CH:23][N:24]([CH3:25])[CH3:26]>>[Br:1][c:2]1[c:3]2[c:4]3[c:5]([n:6][cH:7]1)[nH:8][cH:9][c:10]3-[c:11]1[c:12]([cH:13][cH:14][cH:15][cH:16]1)[CH2:17][O:18]2.